describe an organic reaction: reactants, conditions, products, and yield From a dataset of the Open Reaction Database (ORD), a public repository of structured organic reaction records. Reactants: C(C)(C)(C)OC(CC(C(CF)=O)NC([C@H](CC1=CC=CC=C1)N1C(C(=CC=C1)NC(C1=CC=CC=C1)=O)=O)=O)=O (3(R,S)-[2(S)-(3-benzoylamino-2-oxo-2H-pyridin-1-yl)-3-phenyl-propionylamino]-5-fluoro-4-oxo-pentanoic acid tert-butyl ester), FC(C(=O)O)(F)F (Trifluoroacetic acid). The solvent is ClCCl (dichloromethane). Run at time 3 hour. The product is C(C1=CC=CC=C1)(=O)NC=1C(N(C=CC1)[C@H](C(=O)NC(CC(=O)O)C(CF)=O)CC1=CC=CC=C1)=O (3(R,S)-[2(S)-(3-Benzoylamino-2-oxo-2H-pyridin-1-yl)-3-phenyl-propionylamino]-5-fluoro-4-oxo-pentanoic acid). The yield is 90.1%. As a reaction SMILES: C([O:5][C:6](=[O:40])[CH2:7][CH:8]([NH:13][C:14](=[O:39])[C@@H:15]([N:23]1[CH:28]=[CH:27][CH:26]=[C:25]([NH:29][C:30](=[O:37])[C:31]2[CH:36]=[CH:35][CH:34]=[CH:33][CH:32]=2)[C:24]1=[O:38])[CH2:16][C:17]1[CH:22]=[CH:21][CH:20]=[CH:19][CH:18]=1)[C:9](=[O:12])[CH2:10][F:11])(C)(C)C.FC(F)(F)C(O)=O>ClCCl>[C:30]([NH:29][C:25]1[C:24](=[O:38])[N:23]([C@@H:15]([CH2:16][C:17]2[CH:18]=[CH:19][CH:20]=[CH:21][CH:22]=2)[C:14]([NH:13][CH:8]([C:9](=[O:12])[CH2:10][F:11])[CH2:7][C:6]([OH:40])=[O:5])=[O:39])[CH:28]=[CH:27][CH:26]=1)(=[O:37])[C:31]1[CH:36]=[CH:35][CH:34]=[CH:33][CH:32]=1. Procedure details: A solution of 3(R,S)-[2(S)-(3-benzoylamino-2-oxo-2H-pyridin-1-yl)-3-phenyl-propionylamino]-5-fluoro-4-oxo-pentanoic acid tert-butyl ester (776 mg, 1.41 mmol) in dichloromethane (6 mL) was cooled to 0° C. Trifluoroacetic acid (2 ml) was added and the resulting mixture allowed to warm to room temperature and stir for 3 hours. The mixture was then concentrated under reduced pressure and the residue redissolved in dichloromethane. This process was repeated several times in order to remove excess tri... The reactants are ClCCN1CCCC1, Cl, [H-], O=[N+]([O-])c1ccc2c(c1)OCCN2, [Na+], CN(C)C=O, O. Reaction SMILES: [Cl:17][CH2:18][CH2:19][N:20]1[CH2:21][CH2:22][CH2:23][CH2:24]1.[ClH:16].[H-:15].[N+:1](=[O:2])([O-:3])[c:4]1[cH:5][cH:6][c:7]2[c:8]([cH:13]1)[O:9][CH2:10][CH2:11][NH:12]2.[Na+:14].[O:25]=[CH:26][N:27]([CH3:28])[CH3:29].[OH2:30]>>[N+:1](=[O:2])([O-:3])[c:4]1[cH:5][cH:6][c:7]2[c:8]([cH:13]1)[O:9][CH2:10][CH2:11][N:12]2[CH2:18][CH2:19][N:20]1[CH2:21][CH2:22][CH2:23][CH2:24]1. Product: O=[N+]([O-])c1ccc2c(c1)OCCN2CCN1CCCC1.